This data is from the Open Reaction Database (ORD), a public repository of structured organic reaction records. The task is: describe an organic reaction: reactants, conditions, products, and yield The reactants are CC(C)(C)OC(=O)NCCO, FC(F)(F)c1cc(COC2CCC3C(c4nnn[nH]4)CC2(c2ccccc2)N3Cc2ccccc2)cc(C(F)(F)F)c1, ClCCl, c1ccc(P(c2ccccc2)c2ccccc2)cc1. Product: CC(C)(C)OC(=O)NCCn1nnc(C2CC3(c4ccccc4)C(OCc4cc(C(F)(F)F)cc(C(F)(F)F)c4)CCC2N3Cc2ccccc2)n1. As a reaction SMILES: [C:43]([CH3:44])([CH3:45])([CH3:46])[O:47][C:48](=[O:49])[NH:50][CH2:51][CH2:52][OH:53].[CH2:1]([c:2]1[cH:3][cH:4][cH:5][cH:6][cH:7]1)[N:8]1[C:9]2([c:37]3[cH:38][cH:39][cH:40][cH:41][cH:42]3)[CH:10]([O:21][CH2:22][c:23]3[cH:24][c:25]([C:33]([F:34])([F:35])[F:36])[cH:26][c:27]([C:29]([F:30])([F:31])[F:32])[cH:28]3)[CH2:11][CH2:12][CH:13]1[CH:14]([c:16]1[n:17][n:18][n:19][nH:20]1)[CH2:15]2.[Cl:73][CH2:74][Cl:75].[c:54]1([P:55]([c:56]2[cH:57][cH:58][cH:59][cH:60][cH:61]2)[c:62]2[cH:63][cH:64][cH:65][cH:66][cH:67]2)[cH:68][cH:69][cH:70][cH:71][cH:72]1>>[CH2:1]([c:2]1[cH:3][cH:4][cH:5][cH:6][cH:7]1)[N:8]1[C:9]2([c:37]3[cH:38][cH:39][cH:40][cH:41][cH:42]3)[CH:10]([O:21][CH2:22][c:23]3[cH:24][c:25]([C:33]([F:34])([F:35])[F:36])[cH:26][c:27]([C:29]([F:30])([F:31])[F:32])[cH:28]3)[CH2:11][CH2:12][CH:13]1[CH:14]([c:16]1[n:17][n:18]([CH2:52][CH2:51][NH:50][C:48]([O:47][C:43]([CH3:44])([CH3:45])[CH3:46])=[O:49])[n:19][n:20]1)[CH2:15]2. Starting materials: solution, [Li]CCCC (n-BuLi), [PH4+] (phosphonium), [I-].C(C)(C)[P+](C1=CC=CC=C1)(C1=CC=CC=C1)C1=CC=CC=C1 (isopropyltriphenylphosphonium iodide), C(=O)(OCC)C=1OC(=CC1)C=O (2-carbethoxy-5-furaldehyde). The solvent is CCCCCC (hexane), [Cl-].[Na+].O (brine), CCOCC (Et2O), C1CCOC1 (THF), C1CCOC1 (THF). Run at temperature 0 celsius, time 1 hour. The product is C(=O)(OCC)C1=CC=C(O1)C=C(C)C (1-(5-Carbethoxy-2-furanyl)-2-methyl-1-propene). The yield is 82.7%. RXN SMILES: [I-].[CH:2]([P+](C1C=CC=CC=1)(C1C=CC=CC=1)C1C=CC=CC=1)([CH3:4])[CH3:3].[Li]CCCC.[PH4+].[C:30]([C:35]1[O:36][C:37]([CH:40]=O)=[CH:38][CH:39]=1)([O:32][CH2:33][CH3:34])=[O:31]>C1COCC1.CCCCCC.[Cl-].[Na+].O.CCOCC>[C:30]([C:35]1[O:36][C:37]([CH:40]=[C:2]([CH3:4])[CH3:3])=[CH:38][CH:39]=1)([O:32][CH2:33][CH3:34])=[O:31] |f:0.1,7.8.9|. Procedure: To a suspension of 24.2 g (0.056 mol) of isopropyltriphenylphosphonium iodide in 300 mL of THF at -20° C. was added 37.3 mL of a 1.5M solution of n-BuLi (0.056 mol) in hexane over a 20-min period. The dark brown solution was warmed to 0° C. and maintained at this temperature for 30 min, when almost all of the solid phosphonium salt had disappeared. A solution of 9.42 g (0.056 mol) of 2-carbethoxy-5-furaldehyde in 20 mL of THF was added over a period of 10 min. The resulting clear yellow solution... Reactants: COC(C)(C)OC (dimethoxypropane), S(O)(O)(=O)=O (sulfuric acid), C1C(CC2=CC=CC=C12)C(=O)O (2-indancarboxylic acid). Solvent: CO (methanol). Conditions: time 6 day. Yields the product C(=O)(OC)C1CC2=CC=CC=C2C1 (2(carbomethoxy)indan). The yield is 96.1%. Reaction SMILES: [CH2:1]1[C:9]2[C:4](=[CH:5][CH:6]=[CH:7][CH:8]=2)[CH2:3][CH:2]1[C:10]([OH:12])=[O:11].[CH3:13]OC(OC)(C)C.S(=O)(=O)(O)O>CO>[C:10]([CH:2]1[CH2:1][C:9]2[C:4](=[CH:5][CH:6]=[CH:7][CH:8]=2)[CH2:3]1)([O:12][CH3:13])=[O:11]. Procedure details: Dissolve 2-indancarboxylic acid (3.82 g, 23.5 mmol) in methanol (60 mL) and treat with dimethoxypropane (5.8 mL, 47 mmol) and sulfuric acid (0.8 mL). Stir at room temperature for 6 days. Evaporate the solvent in vacuo, dilute with methylene chloride (75 mL) and wash with saturated sodium hydrogen carbonate (35 mL). Extract the aqueous phase with methylene chloride (30 mL), wash combined organics with brine (30 mL) and dry (Na2SO4). Evaporate the solvent in vacuo and pass through a plug of silica... The reactants are CCO, CN1CCc2c1cccc2[N+](=O)[O-], [H][H]. Product: CN1CCc2c(N)cccc21. Reaction SMILES: [CH3:16][CH2:17][OH:18].[CH3:1][N:2]1[CH2:3][CH2:4][c:5]2[c:6]([N+:11]([O-:12])=[O:13])[cH:7][cH:8][cH:9][c:10]21.[H:14][H:15]>>[CH3:1][N:2]1[CH2:3][CH2:4][c:5]2[c:6]([NH2:11])[cH:7][cH:8][cH:9][c:10]21.